From a dataset of the Open Reaction Database (ORD), a public repository of structured organic reaction records. describe an organic reaction: reactants, conditions, products, and yield Starting materials: C([O-])([O-])=O.[Ca+2] (calcium carbonate), C(C(O)CC(=O)O)(=O)O (malic acid), C([O-])([O-])=O.[Ca+2] (calcium carbonate), C([O-])([O-])=O.[Ca+2] (calcium carbonate), C(C(O)CC(=O)O)(=O)O (malic acid). Reagents/catalysts: [Fe].C(C(O)CC(=O)O)(=O)O (iron malic acid). The solvent is O (water), O (water). The product is C(C(O)CC(=O)O)(=O)O (malic acid), dihydroxycalcium ferrous malate, C(C(O)CC(=O)[O-])(=O)[O-] (malate). Reaction SMILES: [C:1]([OH:9])(=[O:8])[CH:2]([CH2:4][C:5]([OH:7])=[O:6])[OH:3].C(=O)([O-])[O-].[Ca+2]>O.[Fe].C(O)(=O)C(CC(O)=O)O>[C:1]([OH:9])(=[O:8])[CH:2]([CH2:4][C:5]([OH:7])=[O:6])[OH:3].[C:1]([O-:9])(=[O:8])[CH:2]([CH2:4][C:5]([O-:7])=[O:6])[OH:3] |f:1.2,4.5|. Procedure details: An aqueous solution of malic acid was prepared by mixing 134.09 g of malic acid with 50 mL of water. An aqueous solution of calcium carbonate was also prepared in a separate container by thoroughly mixing 100.09 g of calcium carbonate in 50 mL of water. Next, 54.94 g of ferronyl powder was added to the malic acid solution. The calcium carbonate solution was then slowly added to the iron/malic acid solution. The solution was allowed to mix for approximately 2 hours. The resulting solution was the... The reactants are N1N=CN=C1 (1,2,4-triazole), ClC=1N=C(C2=C(N1)SC=C2C)NCCC2=CC1=C(C=C2)OCO1 (2-chloro-5-methyl-4-(3,4-methylenedioxyphenethylamino)-thieno-[2,3-d]-pyrimidine). Yields the product N1(N=CN=C1)C=1N=C(C2=C(N1)SC=C2C)NCCC2=CC1=C(C=C2)OCO1 (2-(1,2,4-triazol-1-yl)-5-methyl-4-(3,4-methylenedioxyphenethylamino)-thieno-[2,3-d]-pyrimidine). RXN SMILES: [NH:1]1[CH:5]=[N:4][CH:3]=[N:2]1.Cl[C:7]1[N:8]=[C:9]([NH:17][CH2:18][CH2:19][C:20]2[CH:25]=[CH:24][C:23]3[O:26][CH2:27][O:28][C:22]=3[CH:21]=2)[C:10]2[C:15]([CH3:16])=[CH:14][S:13][C:11]=2[N:12]=1>>[N:1]1([C:7]2[N:8]=[C:9]([NH:17][CH2:18][CH2:19][C:20]3[CH:25]=[CH:24][C:23]4[O:26][CH2:27][O:28][C:22]=4[CH:21]=3)[C:10]3[C:15]([CH3:16])=[CH:14][S:13][C:11]=3[N:12]=2)[CH:5]=[N:4][CH:3]=[N:2]1. Procedure details: Following the procedure of Example 97, the reaction of 1,2,4-triazole with 2-chloro-5-methyl-4-(3,4-methylenedioxyphenethylamino)-thieno-[2,3-d]-pyrimidine gives 2-(1,2,4-triazol-1-yl)-5-methyl-4-(3,4-methylenedioxyphenethylamino)-thieno-[2,3-d]-pyrimidine. Starting materials: CC=1C=CC(=C(C1)NC(C1=CC=CC=C1)=O)[N+](=O)[O-] (N-(5-methyl-2-nitrophenyl)benzamide), [Cl-].[NH4+] (ammonium chloride). The reagents and catalysts are [Fe] (iron). Run in C(C)(C)O (isopropanol). Run at temperature 100 celsius. Yields the product NC1=C(C=C(C=C1)C)NC(C1=CC=CC=C1)=O (N-(2-amino-5-methylphenyl)benzamide). Reaction SMILES: [CH3:1][C:2]1[CH:3]=[CH:4][C:5]([N+:17]([O-])=O)=[C:6]([NH:8][C:9](=[O:16])[C:10]2[CH:15]=[CH:14][CH:13]=[CH:12][CH:11]=2)[CH:7]=1.[Cl-].[NH4+]>C(O)(C)C.[Fe]>[NH2:17][C:5]1[CH:4]=[CH:3][C:2]([CH3:1])=[CH:7][C:6]=1[NH:8][C:9](=[O:16])[C:10]1[CH:11]=[CH:12][CH:13]=[CH:14][CH:15]=1 |f:1.2|. Procedure details: To a suspension of N-(5-methyl-2-nitrophenyl)benzamide (3 mmol) in isopropanol (150 mL) was added iron powder (2 g) and ammonium chloride (0.3 mmol). The reaction mixture was heated at 100° C. for 12 h. The hot mixture was filtered off and the filtrate was evaporated. The residue was subjected to flash chromatography on silica gel using a mixture of hexanes and CH2Cl2 (9:1) as eluent to afford N-(2-amino-5-methylphenyl)benzamide as a white-gray solid. Reactants: FC=1C=C(C=CC1F)CC1=CN=C2C(=C(C(NC2=C1)=O)C(=O)OCC)O (ethyl 7-[(3,4-difluorophenyl)methyl]-4-hydroxy-2-oxo-1,2-dihydro-1,5-naphthyridine-3-carboxylate), NCC(CO)(C)C (3-amino-2,2-dimethylpropanol). Product: FC=1C=C(C=CC1F)CC1=CN=C2C(=C(C(NC2=C1)=O)C(=O)NCC(CO)(C)C)O (7-[(3,4-difluorophenyl)methyl]-4-hydroxy-N-(3-hydroxy-2,2-dimethylpropyl)-2-oxo-1,2-dihydro-1,5-naphthyridine-3-carboxamide). Procedure: This compound was prepared from ethyl 7-[(3,4-difluorophenyl)methyl]-4-hydroxy-2-oxo-1,2-dihydro-1,5-naphthyridine-3-carboxylate and 3-amino-2,2-dimethylpropanol employing methods similar to those described in Example 9 and was obtained as an off-white solid: 1H NMR (d6-DMSO) δ 8.40 (1H, br s), 7.41-7.36 (3H, m), 7.12 (1H, br s), 4.70 (1H, br s), 4.07 (2H, s), 3.20-3.15 (4H, m), 0.83 (3H, s), 0.77 (3H, s); HRMS calcd for C21H21F2N3O4+H+: 418.1578. Found 418.1573. As a reaction SMILES: [F:1][C:2]1[CH:3]=[C:4]([CH2:9][C:10]2[CH:19]=[C:18]3[C:13]([C:14]([OH:26])=[C:15]([C:21](OCC)=[O:22])[C:16](=[O:20])[NH:17]3)=[N:12][CH:11]=2)[CH:5]=[CH:6][C:7]=1[F:8].[NH2:27][CH2:28][C:29]([CH3:33])([CH3:32])[CH2:30][OH:31]>>[F:1][C:2]1[CH:3]=[C:4]([CH2:9][C:10]2[CH:19]=[C:18]3[C:13]([C:14]([OH:26])=[C:15]([C:21]([NH:27][CH2:28][C:29]([CH3:33])([CH3:32])[CH2:30][OH:31])=[O:22])[C:16](=[O:20])[NH:17]3)=[N:12][CH:11]=2)[CH:5]=[CH:6][C:7]=1[F:8].